From a dataset of the Open Reaction Database (ORD), a public repository of structured organic reaction records. describe an organic reaction: reactants, conditions, products, and yield Product: CCCc1c(C(=O)NC2CC2)nnn1-c1ccc(N)cc1. As a reaction SMILES: [CH3:24][CH2:25][OH:26].[CH:1]1([NH:4][C:5](=[O:6])[c:7]2[n:8][n:9][n:10](-[c:15]3[cH:16][cH:17][c:18]([N+:21]([O-:22])=[O:23])[cH:19][cH:20]3)[c:11]2[CH2:12][CH2:13][CH3:14])[CH2:2][CH2:3]1>>[CH:1]1([NH:4][C:5](=[O:6])[c:7]2[n:8][n:9][n:10](-[c:15]3[cH:16][cH:17][c:18]([NH2:21])[cH:19][cH:20]3)[c:11]2[CH2:12][CH2:13][CH3:14])[CH2:2][CH2:3]1. The reactants are CCO, CCCc1c(C(=O)NC2CC2)nnn1-c1ccc([N+](=O)[O-])cc1. Starting materials: COCC(C)(C)C1=CC=C(C=C1)[N+](=O)[O-] (1-(2-Methoxy-1,1-dimethyl-ethyl)-4-nitro-benzene), CC(=O)O (HOAc). Reagents/catalysts: [Zn] (Zn). Solvent: C1CCOC1 (THF). Yields the product COCC(C)(C)C1=CC=C(C=C1)N (4-(2-methoxy-1,1-dimethyl-ethyl)-phenylamine). RXN SMILES: [CH3:1][O:2][CH2:3][C:4]([C:7]1[CH:12]=[CH:11][C:10]([N+:13]([O-])=O)=[CH:9][CH:8]=1)([CH3:6])[CH3:5].CC(O)=O>C1COCC1.[Zn]>[CH3:1][O:2][CH2:3][C:4]([C:7]1[CH:8]=[CH:9][C:10]([NH2:13])=[CH:11][CH:12]=1)([CH3:6])[CH3:5]. Procedure: 1-(2-Methoxy-1,1-dimethyl-ethyl)-4-nitro-benzene (1 eq) was dissolved in THF (40 mL/mmol) at 0° C. and HOAc (20 eq) was added, followed by Zn dust (30 eq). The mixture was stirred at RT until the starting material was consumed and was filtered on silica pad. Solvent was evaporated, the residue was dissolved in CH2Cl2 and washed with NaOH 1M. The organic phase was dried, filtered and evaporated to give the amine. Reactants: C(C1=CC=CC=C1)N1N=C(C2=CC(=CC=C12)N)C (1-Benzyl-3-methyl-1H-indazol-5-ylamine), ClC=1C2=C(N=CN1)C=NC(=C2)N(C)C (4-chloro-6-(N,N-dimethylamino)-pyrido[3,4-d]pyrimidine). Yields the product C(C1=CC=CC=C1)N1N=C(C2=CC(=CC=C12)NC=1C2=C(N=CN1)C=NC(=C2)N(C)C)C (N4-(1-Benzyl-3-methyl-1H-indazol-5-yl)-N6,N6-dimethyl-pyrido[3,4-d]pyrimidine-4,6-diamine). Reaction SMILES: [CH2:1]([N:8]1[C:16]2[C:11](=[CH:12][C:13]([NH2:17])=[CH:14][CH:15]=2)[C:10]([CH3:18])=[N:9]1)[C:2]1[CH:7]=[CH:6][CH:5]=[CH:4][CH:3]=1.Cl[C:20]1[C:21]2[CH:29]=[C:28]([N:30]([CH3:32])[CH3:31])[N:27]=[CH:26][C:22]=2[N:23]=[CH:24][N:25]=1>>[CH2:1]([N:8]1[C:16]2[C:11](=[CH:12][C:13]([NH:17][C:20]3[C:21]4[CH:29]=[C:28]([N:30]([CH3:32])[CH3:31])[N:27]=[CH:26][C:22]=4[N:23]=[CH:24][N:25]=3)=[CH:14][CH:15]=2)[C:10]([CH3:18])=[N:9]1)[C:2]1[CH:3]=[CH:4][CH:5]=[CH:6][CH:7]=1. Procedure: Prepared according to Procedure A from 1-Benzyl-3-methyl-1H-indazol-5-ylamine and 4-chloro-6-(N,N-dimethylamino)-pyrido[3,4-d]pyrimidine; δH [2H6]DMSO 11.75 (1H,s), 8.90(1H,s), 8.62(1H,s), 8.02(1H,s), 7.70(3H,m), 7.30(5H,m), 5.62(2H,s), 3.30(6H,s) 2.50(3H,s); m/z (M+1+) 410. Starting materials: CCN1CCNCC1, COc1ccc(CN(Cc2ccc(OC)cc2)c2ncc(-c3nc(N4CCOCC4)nc4c3CCN4C(=O)Nc3cccc(I)c3)cn2)cc1, [K+], [K+], [K+], O=C(C=Cc1ccccc1)C=Cc1ccccc1, CN(C)C=O, O=C(C=Cc1ccccc1)C=Cc1ccccc1, O=C(C=Cc1ccccc1)C=Cc1ccccc1, O, O=P([O-])([O-])[O-], [Pd], [Pd]. Product: CCN1CCN(c2cccc(NC(=O)N3CCc4c(-c5cnc(N(Cc6ccc(OC)cc6)Cc6ccc(OC)cc6)nc5)nc(N5CCOCC5)nc43)c2)CC1. As a reaction SMILES: [CH2:51]([CH3:52])[N:53]1[CH2:54][CH2:55][NH:56][CH2:57][CH2:58]1.[I:1][c:2]1[cH:3][c:4]([NH:8][C:9](=[O:10])[N:11]2[CH2:12][CH2:13][c:14]3[c:15]2[n:16][c:17]([N:45]2[CH2:46][CH2:47][O:48][CH2:49][CH2:50]2)[n:18][c:19]3-[c:20]2[cH:21][n:22][c:23]([N:26]([CH2:27][c:28]3[cH:29][cH:30][c:31]([O:34][CH3:35])[cH:32][cH:33]3)[CH2:36][c:37]3[cH:38][cH:39][c:40]([O:43][CH3:44])[cH:41][cH:42]3)[n:24][cH:25]2)[cH:5][cH:6][cH:7]1.[K+:64].[K+:65].[K+:66].[O:111]=[C:112]([CH:113]=[CH:114][c:115]1[cH:116][cH:117][cH:118][cH:119][cH:120]1)[CH:121]=[CH:122][c:123]1[cH:124][cH:125][cH:126][cH:127][cH:128]1.[O:68]=[CH:69][N:70]([CH3:71])[CH3:72].[O:75]=[C:76]([CH:77]=[CH:78][c:79]1[cH:80][cH:81][cH:82][cH:83][cH:84]1)[CH:85]=[CH:86][c:87]1[cH:88][cH:89][cH:90][cH:91][cH:92]1.[O:93]=[C:94]([CH:95]=[CH:96][c:97]1[cH:98][cH:99][cH:100][cH:101][cH:102]1)[CH:103]=[CH:104][c:105]1[cH:106][cH:107][cH:108][cH:109][cH:110]1.[OH2:67].[P:59]([O-:60])([O-:61])([O-:62])=[O:63].[Pd:73].[Pd:74]>>[c:2]1([N:56]2[CH2:55][CH2:54][N:53]([CH2:51][CH3:52])[CH2:58][CH2:57]2)[cH:3][c:4]([NH:8][C:9](=[O:10])[N:11]2[CH2:12][CH2:13][c:14]3[c:15]2[n:16][c:17]([N:45]2[CH2:46][CH2:47][O:48][CH2:49][CH2:50]2)[n:18][c:19]3-[c:20]2[cH:21][n:22][c:23]([N:26]([CH2:27][c:28]3[cH:29][cH:30][c:31]([O:34][CH3:35])[cH:32][cH:33]3)[CH2:36][c:37]3[cH:38][cH:39][c:40]([O:43][CH3:44])[cH:41][cH:42]3)[n:24][cH:25]2)[cH:5][cH:6][cH:7]1. Starting materials: CN1N=C(C(=C1)CN(C(=O)C1=CN=C(N1C1=CC=C(C=C1)F)S)C)C (N-((1,3-Dimethyl-1H-pyrazol-4-yl)methyl)-1-(4-fluorophenyl)-2-mercapto-N-methyl-1H-imidazole-5-carboxamide), ClC1=C(C(=CC=C1)Cl)SCC=1N(C(=CN1)C(=O)OCC)C1=CC=C(C=C1)F (ethyl 2-(((2,6-dichlorophenyl)thio)methyl)-1-(4-fluorophenyl)-1H-imidazole-5-carboxylate), [OH-].[Li+] (lithium hydroxide), C1CCOC1 (THF). Run in O (water), CO (methanol). Yields the product ClC1=C(C(=CC=C1)Cl)SCC=1N(C(=CN1)C(=O)O)C1=CC=C(C=C1)F (2-(((2,6-Dichlorophenyl)thio)methyl)-1-(4-fluorophenyl)-1H-imidazole-5-carboxylic acid). RXN SMILES: CN1C=C(CN(C)C(C2N(C3C=CC(F)=CC=3)C(S)=NC=2)=O)C(C)=N1.[Cl:26][C:27]1[CH:32]=[CH:31][CH:30]=[C:29]([Cl:33])[C:28]=1[S:34][CH2:35][C:36]1[N:37]([C:46]2[CH:51]=[CH:50][C:49]([F:52])=[CH:48][CH:47]=2)[C:38]([C:41]([O:43]CC)=[O:42])=[CH:39][N:40]=1.[OH-].[Li+].C1COCC1>O.CO>[Cl:26][C:27]1[CH:32]=[CH:31][CH:30]=[C:29]([Cl:33])[C:28]=1[S:34][CH2:35][C:36]1[N:37]([C:46]2[CH:51]=[CH:50][C:49]([F:52])=[CH:48][CH:47]=2)[C:38]([C:41]([OH:43])=[O:42])=[CH:39][N:40]=1 |f:2.3|. Procedure: 2-(((2,6-Dichlorophenyl)thio)methyl)-1-(4-fluorophenyl)-1H-imidazole-5-carboxylic acid (73) was prepared in a similar manner as that described for the synthesis of compound 7 using ethyl 2-(((2,6-dichlorophenyl)thio)methyl)-1-(4-fluorophenyl)-1H-imidazole-5-carboxylate (72) (1.5 g, 3.5 mmol), lithium hydroxide (1.6 g, 40 mmol), THF (50 mL), methanol (50 mL), and water (20 mL). Reactants: C(C)(C)(C)P(C1=C(C(=C(C(=C1C)C)C)C)C1=C(C=C(C=C1C(C)C)C(C)C)C(C)C)C(C)(C)C (di-tert-butyl(2′,4′,6′-triisopropyl-3,4,5,6-tetramethylbiphenyl-2-yl)phosphine), [OH-].[K+] (potassium hydroxide), BrC=1C=C2C(=NC1)OC1=CC=C(C=C1[C@@]21COCC(=N1)N)I ((S)-3-bromo-7-iodo-2′,6′-dihydrospiro[chromeno[2,3-b]pyridine-5,3′-[1,4]oxazin]-5′-amine), FC1=NC=CC=C1B(O)O (2-fluoropyridin-3-ylboronic acid), C([O-])([O-])=O.[K+].[K+] (potassium carbonate), Cl (HCl). The reagents and catalysts are C=1C=CC(=CC1)/C=C/C(=O)/C=C/C2=CC=CC=C2.C=1C=CC(=CC1)/C=C/C(=O)/C=C/C2=CC=CC=C2.C=1C=CC(=CC1)/C=C/C(=O)/C=C/C2=CC=CC=C2.[Pd].[Pd] (Pd2(dba)3), C1=CC=C(C=C1)P([C-]2C=CC=C2)C3=CC=CC=C3.C1=CC=C(C=C1)P([C-]2C=CC=C2)C3=CC=CC=C3.Cl[Pd]Cl.[Fe+2].C(Cl)Cl (PdCl2(dppf) CH2Cl2). The solvent is CC1CCCO1 (2-MeTHF), O (water), O1CCOCC1 (Dioxane). Run at temperature 100 celsius. The product is NC1=N[C@@]2(COC1)C1=CC(=CC=C1OC1=NC=C(C=C12)O)C=1C(=NC=CC1)F ((S)-5′-amino-7-(2-fluoropyridin-3-yl)-2′,6′-dihydrospiro[chromeno[2,3-b]pyridine-5,3′-[1,4]oxazin]-3-ol). Yield: 18.9%. Reaction SMILES: Br[C:2]1[CH:3]=[C:4]2[C@@:15]3([N:20]=[C:19]([NH2:21])[CH2:18][O:17][CH2:16]3)[C:14]3[C:9](=[CH:10][CH:11]=[C:12](I)[CH:13]=3)[O:8][C:5]2=[N:6][CH:7]=1.[F:23][C:24]1[C:29](B(O)O)=[CH:28][CH:27]=[CH:26][N:25]=1.C(=O)([O-])[O-:34].[K+].[K+].C(P(C(C)(C)C)C1C(C)=C(C)C(C)=C(C)C=1C1C(C(C)C)=CC(C(C)C)=CC=1C(C)C)(C)(C)C.[OH-].[K+].Cl>CC1OCCC1.C1C=CC(P(C2C=CC=CC=2)[C-]2C=CC=C2)=CC=1.C1C=CC(P(C2C=CC=CC=2)[C-]2C=CC=C2)=CC=1.Cl[Pd]Cl.[Fe+2].C(Cl)Cl.C1C=CC(/C=C/C(/C=C/C2C=CC=CC=2)=O)=CC=1.C1C=CC(/C=C/C(/C=C/C2C=CC=CC=2)=O)=CC=1.C1C=CC(/C=C/C(/C=C/C2C=CC=CC=2)=O)=CC=1.[Pd].[Pd].O.O1CCOCC1>[NH2:21][C:19]1[CH2:18][O:17][CH2:16][C@:15]2([C:4]3[C:5](=[N:6][CH:7]=[C:2]([OH:34])[CH:3]=3)[O:8][C:9]3[C:14]2=[CH:13][C:12]([C:29]2[C:24]([F:23])=[N:25][CH:26]=[CH:27][CH:28]=2)=[CH:11][CH:10]=3)[N:20]=1 |f:2.3.4,6.7,10.11.12.13.14,15.16.17.18.19|. Procedure details: A vial charged with a solution of (S)-3-bromo-7-iodo-2′,6′-dihydrospiro[chromeno[2,3-b]pyridine-5,3′-[1,4]oxazin]-5′-amine (0.880 g, 1.864 mmol), 2-fluoropyridin-3-ylboronic acid (0.276 g, 1.957 mmol), PdCl2(dppf)-CH2Cl2-adduct (0.038 g, 0.047 mmol), and potassium carbonate (1.031 g, 7.46 mmol). Dioxane (10 mL) and water (5 mL) were added, and the vial was flushed with argon and heated to 100° C. for 90 minutes. Pd2(dba)3 (0.171 g, 0.186 mmol), di-tert-butyl(2′,4′,6′-triisopropyl-3,4,5,6-tetrame...